From a dataset of the Open Reaction Database (ORD), a public repository of structured organic reaction records. describe an organic reaction: reactants, conditions, products, and yield Product: NC=1C(=C(COC=2C=CC=C3C(=CC(=NC23)C)OC)C(=CC1)Cl)Cl (8-(3-amino-2,6-dichlorobenzyloxy)-4-methoxy-2-methylquinoline). Procedure: To a suspension of 8-(2,6-dichloro-3-nitrobenzyloxy)-4-methoxy-2-methylquinoline (1.75 g) in methanol (17 ml) was added tin (II) chloride (3.37 g) at ambient temperature. The mixture was refluxed for 1 hour. After cooling, the mixture was adjusted to pH 10 with 1 N sodium hydroxide solution. To this mixture was added dichloromethane (50 ml) and the precipitate was removed by filtration. The filtrate was extracted with dichloromethane twice. The organic layer was washed with water and brine. Afte... Reactants: ClCCl (dichloromethane), ClC1=C(COC=2C=CC=C3C(=CC(=NC23)C)OC)C(=CC=C1[N+](=O)[O-])Cl (8-(2,6-dichloro-3-nitrobenzyloxy)-4-methoxy-2-methylquinoline), [OH-].[Na+] (sodium hydroxide), [Sn](Cl)Cl (tin (II) chloride). RXN SMILES: [Cl:1][C:2]1[C:22]([N+:23]([O-])=O)=[CH:21][CH:20]=[C:19]([Cl:26])[C:3]=1[CH2:4][O:5][C:6]1[CH:7]=[CH:8][CH:9]=[C:10]2[C:15]=1[N:14]=[C:13]([CH3:16])[CH:12]=[C:11]2[O:17][CH3:18].[Sn](Cl)Cl.[OH-].[Na+].ClCCl>CO>[NH2:23][C:22]1[C:2]([Cl:1])=[C:3]([C:19]([Cl:26])=[CH:20][CH:21]=1)[CH2:4][O:5][C:6]1[CH:7]=[CH:8][CH:9]=[C:10]2[C:15]=1[N:14]=[C:13]([CH3:16])[CH:12]=[C:11]2[O:17][CH3:18] |f:2.3|. The yield is 71.8%. Run in CO (methanol). Starting materials: [Cr](=O)(=O)([O-])Cl.[NH+]1=CC=CC=C1 (pyridinium chlorochromate), CC1=C(C(N(CO1)C(C(O)C1C(CCC1)=C)(C)C)=O)C1=CC=CC=C1 (2-(2,3-dihydro-6-methyl-4-oxo-5-phenyl-4H-1,3-oxazin-3-yl)-2-methyl-1-(2-methylenecyclopentyl)propan-1-ol), CCOCC (ether). Solvent: ClCCl (dichloromethane). Reaction conditions: time 3 hour. The product is CC1=C(C(N(CO1)C(C(=O)C1C(CCC1)=C)(C)C)=O)C1=CC=CC=C1 (2-(2,3-dihydro-6-methyl-4-oxo-5-phenyl-4H-1,3-oxazin-3-yl)-2-methyl-1-(2-methylenecyclopentyl)propan-1-one). Yield: 50.3%. Reaction SMILES: [Cr](Cl)([O-])(=O)=O.[NH+]1C=CC=CC=1.[CH3:12][C:13]1[O:18][CH2:17][N:16]([C:19]([CH3:29])([CH3:28])[CH:20]([CH:22]2[CH2:26][CH2:25][CH2:24][C:23]2=[CH2:27])[OH:21])[C:15](=[O:30])[C:14]=1[C:31]1[CH:36]=[CH:35][CH:34]=[CH:33][CH:32]=1.CCOCC>ClCCl>[CH3:12][C:13]1[O:18][CH2:17][N:16]([C:19]([CH3:28])([CH3:29])[C:20]([CH:22]2[CH2:26][CH2:25][CH2:24][C:23]2=[CH2:27])=[O:21])[C:15](=[O:30])[C:14]=1[C:31]1[CH:36]=[CH:35][CH:34]=[CH:33][CH:32]=1 |f:0.1|. Reported procedure: Powdered molecular sieve (4 A, 17 g) and pyridinium chlorochromate (4.3 g) were added to a stirred solution of 2-(2,3-dihydro-6-methyl-4-oxo-5-phenyl-4H-1,3-oxazin-3-yl)-2-methyl-1-(2-methylenecyclopentyl)propan-1-ol (3.1 g) in dichloromethane at 20° C. After 3 hours, ether was added and the mixture filtered, evaporated and the residue purified by silica gel column chromatography eluting with n-hexane/ethyl acetate (3:1) to give 2-(2,3-dihydro-6-methyl-4-oxo-5-phenyl-4H-1,3-oxazin-3-yl)-2-methyl... Product: COC=1C=C2C=C(C(OC2=CC1)=O)C(=O)O (6-methoxy-3-carboxy-coumarin). The reactants are COC1=CC=C(C(C=O)=C1)O (5-methoxy-salicylaldehyde), CC1(OC(=O)CC(=O)O1)C (Meldrum's acid). Conditions: temperature 75 celsius, time 2 hour. Reported procedure: 5-methoxy-salicylaldehyde (211.1 mg, 1.39 mmol) and Meldrum's acid (200 mg, 1.39 mmol) were combined in H2O (2 mL). The solution was stirred at 75° C. for 2 h. After cooling to room temperature, the precipitate was filtered and dried at suction to give 241.1 mg of 6-methoxy-3-carboxy-coumarin in a 79% yield. Run in O (H2O). RXN SMILES: [CH3:1][O:2][C:3]1[CH:10]=[C:7]([CH:8]=O)[C:6]([OH:11])=[CH:5][CH:4]=1.CC1(C)O[C:18](=[O:19])[CH2:17][C:15](=[O:16])[O:14]1>O>[CH3:1][O:2][C:3]1[CH:10]=[C:7]2[C:6](=[CH:5][CH:4]=1)[O:11][C:18](=[O:19])[C:17]([C:15]([OH:16])=[O:14])=[CH:8]2. Isolated yield 78.8%. Reactants: CCC(C)C(=O)O, CC(C)(C)[O-], ClCCl, [K+]. The product is CCC(C)C(=O)OC(C)(C)C. RXN SMILES: [CH3:1][CH2:2][CH:3]([CH3:4])[C:5]([OH:6])=[O:7].[CH3:8][C:9]([CH3:10])([O-:11])[CH3:12].[Cl:14][CH2:15][Cl:16].[K+:13]>>[CH3:1][CH2:2][CH:3]([CH3:4])[C:5]([O:6][C:9]([CH3:8])([CH3:10])[CH3:12])=[O:7]. Reactants: BrC1=C(C(=O)OC)C=CC=C1C (methyl 2-bromo-3-methylbenzoate), P(=O)([O-])([O-])[O-].[K+].[K+].[K+] (potassium phosphate), ClCCl (dichloromethane), FC(C1=CC=C(C=C1)B(O)O)(F)F (p-trifluoromethylphenylboronic acid). The product is CC=1C=CC=C(C1C1=CC=C(C=C1)C(F)(F)F)C(=O)OC (methyl 6-methyl-4′-trifluoromethyl-biphenyl-2-carboxylate). As a reaction SMILES: Br[C:2]1[C:11]([CH3:12])=[CH:10][CH:9]=[CH:8][C:3]=1[C:4]([O:6][CH3:7])=[O:5].P([O-])([O-])([O-])=O.[K+].[K+].[K+].ClCCl.[F:24][C:25]([F:36])([F:35])[C:26]1[CH:31]=[CH:30][C:29](B(O)O)=[CH:28][CH:27]=1>COCCOC.C1C=CC(P(C2C=CC=CC=2)[C-]2C=CC=C2)=CC=1.C1C=CC(P(C2C=CC=CC=2)[C-]2C=CC=C2)=CC=1.Cl[Pd]Cl.[Fe+2]>[CH3:12][C:11]1[CH:10]=[CH:9][CH:8]=[C:3]([C:4]([O:6][CH3:7])=[O:5])[C:2]=1[C:29]1[CH:30]=[CH:31][C:26]([C:25]([F:36])([F:35])[F:24])=[CH:27][CH:28]=1 |f:1.2.3.4,8.9.10.11|. Procedure: A mixture of methyl 2-bromo-3-methylbenzoate (22.33 g, 97.5 mmol), potassium phosphate (82.8 g, 390 mmol), [1,1′-bis(diphenylphosphino)-ferrocene]dichloro palladium (II), complex with dichloromethane (1:1) (3.98 g, 4.87 mmol), and p-trifluoromethylphenylboronic acid (22.2 g, 117 mmol) in 500 mL of DME is degassed and refluxed under an atmosphere of argon overnight. The mixture is concentrated, poured into water and extracted with ethyl acetate. The combined organic extracts are washed with brine... The reagents and catalysts are C1=CC=C(C=C1)P([C-]2C=CC=C2)C3=CC=CC=C3.C1=CC=C(C=C1)P([C-]2C=CC=C2)C3=CC=CC=C3.Cl[Pd]Cl.[Fe+2] ([1,1′-bis(diphenylphosphino)-ferrocene]dichloro palladium (II)). Solvent: COCCOC (DME). The reactants are C1CCOC1, CCOc1cc(C(CC(=O)OC)N2Cc3cccc(N)c3C2=O)ccc1OC(F)F, CC(=O)Cl. Product: CCOc1cc(C(CC(=O)OC)N2Cc3cccc(NC(C)=O)c3C2=O)ccc1OC(F)F. Reaction SMILES: [CH2:35]1[O:36][CH2:37][CH2:38][CH2:39]1.[CH3:1][O:2][C:3]([CH2:4][CH:5]([c:6]1[cH:7][c:8]([O:16][CH2:17][CH3:18])[c:9]([O:12][CH:13]([F:14])[F:15])[cH:10][cH:11]1)[N:19]1[C:20](=[O:29])[c:21]2[c:22]([NH2:28])[cH:23][cH:24][cH:25][c:26]2[CH2:27]1)=[O:30].[CH3:31][C:32]([Cl:33])=[O:34]>>[CH3:1][O:2][C:3]([CH2:4][CH:5]([c:6]1[cH:7][c:8]([O:16][CH2:17][CH3:18])[c:9]([O:12][CH:13]([F:14])[F:15])[cH:10][cH:11]1)[N:19]1[C:20](=[O:29])[c:21]2[c:22]([NH:28][C:32]([CH3:31])=[O:34])[cH:23][cH:24][cH:25][c:26]2[CH2:27]1)=[O:30]. Starting materials: [C@@H]1([C@@H](C1)C(=O)OCC)C(=O)OCC (diethyl trans-1,2-cyclopropanedicarboxylate), [OH-].[Na+] (NaOH), Cl (HCl). Run in C(C)O (ethanol). Conditions: time 48 hour. Yields the product C(C)OC(=O)[C@H]1[C@@H](C1)C(=O)O (trans-1,2-cyclopropanedicarboxylic acid monoethyl ester). As a reaction SMILES: [C@@H:1]1([C:9]([O:11]CC)=[O:10])[CH2:3][C@H:2]1[C:4]([O:6][CH2:7][CH3:8])=[O:5].[OH-].[Na+].Cl>C(O)C>[CH2:7]([O:6][C:4]([C@@H:2]1[CH2:3][C@H:1]1[C:9]([OH:11])=[O:10])=[O:5])[CH3:8] |f:1.2|. Procedure details: To a solution of diethyl trans-1,2-cyclopropanedicarboxylate (110 mg, 0.59 mmol) in ethanol (3 mL) is added aqueous 1M NaOH (0.65 mL, 0.65 mmol) and the mixture is stirred at room temperature for 48 hours. To this mixture is added 0.65 mL of aqueous 1M HCl and the solvent is removed under reduced pressure to afford the title compound. The reactants are C(C)(C)C(C(=O)OCC)C(=O)OCC (diethyl isopropylmalonate), solution, CN(C)P(N(C)C)N(C)C (HMPT), [H-].[Na+] (sodium hydride), C(C(C)=C)Cl (methallyl chloride), ice hydrochloric acid. Run in C1(=CC=CC=C1)C (toluene), CN(C)P(N(C)C)N(C)C.C1(=CC=CC=C1)C (HMPT toluene), CN(C)P(N(C)C)N(C)C.C1(=CC=CC=C1)C (HMPT toluene). Run at temperature 60 celsius, time 0.5 hour. Product: C(C)(C)C(C(=O)OCC)(C(=O)OCC)CC(=C)C (diethyl isopropyl-2-methylprop-2-enylmalonate). As a reaction SMILES: [CH:1]([CH:4]([C:10]([O:12][CH2:13][CH3:14])=[O:11])[C:5]([O:7][CH2:8][CH3:9])=[O:6])([CH3:3])[CH3:2].CN(P(N(C)C)N(C)C)C.[H-].[Na+].[CH2:27](Cl)[C:28](=[CH2:30])[CH3:29]>C1(C)C=CC=CC=1.CN(P(N(C)C)N(C)C)C.C1(C)C=CC=CC=1>[CH:1]([C:4]([CH2:29][C:28]([CH3:30])=[CH2:27])([C:10]([O:12][CH2:13][CH3:14])=[O:11])[C:5]([O:7][CH2:8][CH3:9])=[O:6])([CH3:2])[CH3:3] |f:2.3,6.7|. Procedure: A solution of diethyl isopropylmalonate (8.1g) in 25 ml of a 25% solution of HMPT (hexamethylphosphorus triamide) in toluene was added dropwise over 15 minutes to a suspension of sodium hydride (50 mM) in 25% HMPT/toluene (50 ml) at room temperature. The mixture was then stirred at 60° C. for 1/2 hour, cooled to 25° C. and methallyl chloride (4.0g) in 25% HMPT/toluene was added over 10 minutes. The mixture was stirred at 80°-85° C. overnight, cooled to room temperature and poured onto a mixture ...